This data is from the Open Reaction Database (ORD), a public repository of structured organic reaction records. The task is: describe an organic reaction: reactants, conditions, products, and yield Reactants: [OH-].[Na+] (sodium hydroxide), ClC1=NC=NC2=CC(=C(C=C12)OC)OCCCN1CCOCC1 (4-chloro-6-methoxy-7-(3-morpholinopropoxy)quinazoline), C([O-])([O-])=O.[K+].[K+] (potassium carbonate), OC=1C=C2C=CC=NC2=CC1 (6-hydroxyquinoline). Solvent: CN(C)C=O (DMF). Reaction conditions: temperature 100 celsius, time 5 hour. The product is COC=1C=C2C(=NC=NC2=CC1OCCCN1CCOCC1)OC=1C=C2C=CC=NC2=CC1 (6-methoxy-7-(3-morpholinopropoxy)-4-(quinolin-6-yloxy)quinazoline). Yield: 54.5%. RXN SMILES: Cl[C:2]1[C:11]2[C:6](=[CH:7][C:8]([O:14][CH2:15][CH2:16][CH2:17][N:18]3[CH2:23][CH2:22][O:21][CH2:20][CH2:19]3)=[C:9]([O:12][CH3:13])[CH:10]=2)[N:5]=[CH:4][N:3]=1.C(=O)([O-])[O-].[K+].[K+].[OH:30][C:31]1[CH:32]=[C:33]2[C:38](=[CH:39][CH:40]=1)[N:37]=[CH:36][CH:35]=[CH:34]2.[OH-].[Na+]>CN(C=O)C>[CH3:13][O:12][C:9]1[CH:10]=[C:11]2[C:6](=[CH:7][C:8]=1[O:14][CH2:15][CH2:16][CH2:17][N:18]1[CH2:23][CH2:22][O:21][CH2:20][CH2:19]1)[N:5]=[CH:4][N:3]=[C:2]2[O:30][C:31]1[CH:32]=[C:33]2[C:38](=[CH:39][CH:40]=1)[N:37]=[CH:36][CH:35]=[CH:34]2 |f:1.2.3,5.6|. Procedure details: A mixture of 4-chloro-6-methoxy-7-(3-morpholinopropoxy)quinazoline (225 mg, 0.67 mmol), potassium carbonate (106 mg, 0.77 mmol) and 6-hydroxyquinoline (112 mg, 0.77 mmol) in DMF (7.5 ml) was stirred at 100° C. for 5 hours and allowed to cool to ambient temperature. The reaction mixture was treated with 1M aqueous sodium hydroxide solution (40 ml) and stirred at ambient temperature for a few minutes. The crude solid was collected by filtration and washed with water. The resultant solid was dissol... The reactants are CS(=O)(=O)O, CN(C)C=O, [Na+], [Na+], O=C([O-])[O-], Cc1ccc2c(c1)[nH]c(=O)n2CCCO, O=C1NCN(c2ccccc2)C12CCNCC2. The product is Cc1ccc2c(c1)[nH]c(=O)n2CCCN1CCC2(CC1)C(=O)NCN2c1ccccc1. Reaction SMILES: [CH3:1][S:2]([OH:3])(=[O:4])=[O:5].[CH3:44][N:45]([CH3:46])[CH:47]=[O:48].[Na+:38].[Na+:39].[O-:40][C:41](=[O:42])[O-:43].[OH:6][CH2:7][CH2:8][CH2:9][n:10]1[c:11](=[O:20])[nH:12][c:13]2[c:14]1[cH:15][cH:16][c:17]([CH3:19])[cH:18]2.[c:21]1([N:27]2[CH2:28][NH:29][C:30](=[O:37])[C:31]23[CH2:32][CH2:33][NH:34][CH2:35][CH2:36]3)[cH:22][cH:23][cH:24][cH:25][cH:26]1>>[CH2:7]([CH2:8][CH2:9][n:10]1[c:11](=[O:20])[nH:12][c:13]2[c:14]1[cH:15][cH:16][c:17]([CH3:19])[cH:18]2)[N:34]1[CH2:33][CH2:32][C:31]2([N:27]([c:21]3[cH:22][cH:23][cH:24][cH:25][cH:26]3)[CH2:28][NH:29][C:30]2=[O:37])[CH2:36][CH2:35]1. Starting materials: COC(=O)C1=NC=C(N=C1)OC1=CC(=C(C=C1)C(C(C(F)(F)F)(C=1C=CC2=C(N(C(CO2)=O)C)C1)O)C)Cl (5-{3-Chloro-4-[3,3,3-trifluoro-2-hydroxy-1-methyl-2-(4-methyl-3-oxo-3,4-dihydro-2H-benzo[1,4]oxazin-6-yl)-propyl]-phenoxy}-pyrazine-2-carboxylic acid methyl ester), [OH-].[Na+] (NaOH), Cl (HCl), O (Water). Run in O1CCCC1 (tetrahydrofuran). Run at time 2 hour. The product is ClC=1C=C(OC=2N=CC(=NC2)C(=O)O)C=CC1C(C(C(F)(F)F)(C=1C=CC2=C(N(C(CO2)=O)C)C1)O)C (5-{3-Chloro-4-[3,3,3-trifluoro-2-hydroxy-1-methyl-2-(4-methyl-3-oxo-3,4-dihydro-2H-benzo[1,4]oxazin-6-yl)-propyl]-phenoxy}-pyrazine-2-carboxylic acid). Reaction SMILES: C[O:2][C:3]([C:5]1[CH:10]=[N:9][C:8]([O:11][C:12]2[CH:17]=[CH:16][C:15]([CH:18]([CH3:37])[C:19]([OH:36])([C:24]3[CH:25]=[CH:26][C:27]4[O:32][CH2:31][C:30](=[O:33])[N:29]([CH3:34])[C:28]=4[CH:35]=3)[C:20]([F:23])([F:22])[F:21])=[C:14]([Cl:38])[CH:13]=2)=[CH:7][N:6]=1)=[O:4].[OH-].[Na+].O.Cl>O1CCCC1>[Cl:38][C:14]1[CH:13]=[C:12]([CH:17]=[CH:16][C:15]=1[CH:18]([CH3:37])[C:19]([OH:36])([C:24]1[CH:25]=[CH:26][C:27]2[O:32][CH2:31][C:30](=[O:33])[N:29]([CH3:34])[C:28]=2[CH:35]=1)[C:20]([F:21])([F:22])[F:23])[O:11][C:8]1[N:9]=[CH:10][C:5]([C:3]([OH:4])=[O:2])=[N:6][CH:7]=1 |f:1.2|. Procedure: To a solution of 5-{3-chloro-4-[3,3,3-trifluoro-2-hydroxy-1-methyl-2-(4-methyl-3-oxo-3,4-dihydro-2H-benzo[1,4]oxazin-6-yl)-propyl]-phenoxy}-pyrazine-2-carboxylic acid methyl ester (Example 227, 70 mg, 0.13 mmol) in tetrahydrofuran (0.5 ml) was added 1M aqueous NaOH solution (0.25 ml). The mixture was stirred 2 h at r.t. Water was added and the mixture was acidified using 1M aqueous HCl solution. The aqueous phase was extracted twice with AcOEt, dried (MgSO4) and concentrated. The solid residue w...